Task: describe an organic reaction: reactants, conditions, products, and yield. Dataset: the Open Reaction Database (ORD), a public repository of structured organic reaction records Starting materials: BrC1=CC=C2C(C(=CN(C2=C1OC(F)F)C1CC1)C(=O)OCC)=O (ethyl 7-bromo-1-cyclopropyl-8-difluoromethoxy-1,4-dihydro-4-oxoquinoline-3-carboxylate), C([O-])([O-])=O.[Na+].[Na+] (sodium carbonate), C[C@H]1N(CC2=CC(=CC=C12)B1OCCNCCO1)C(C1=CC=CC=C1)(C1=CC=CC=C1)C1=CC=CC=C1 (2-[(1R)-1-methyl-2-trityl-2,3-dihydro-1H-5-isoindolyl]-1,3,6,2-dioxazaborocane). Reagents/catalysts: Cl[Pd]([P](C1=CC=CC=C1)(C2=CC=CC=C2)C3=CC=CC=C3)([P](C4=CC=CC=C4)(C5=CC=CC=C5)C6=CC=CC=C6)Cl (bis(triphenylphosphine)palladium(II) chloride). Run in O (water), C(Cl)Cl (methylene chloride), C(C)(=O)OCC (ethyl acetate), O (water). Product: C1(CC1)N1C=C(C(C2=CC=C(C(=C12)OC(F)F)C=1C=C2CN([C@@H](C2=CC1)C)C(C1=CC=CC=C1)(C1=CC=CC=C1)C1=CC=CC=C1)=O)C(=O)OCC (ethyl 1-cyclopropyl-8-difluoromethoxy-7-[(1R)-1-methyl-2-trityl-2,3-dihydro-1H-5-isoindolyl]-4-oxo-1,4-dihydro-3-quinolinecarboxylate). Isolated yield 89.5%. Reaction SMILES: [CH3:1][C@@H:2]1[C:10]2[C:5](=[CH:6][C:7](B3OCCNCCO3)=[CH:8][CH:9]=2)[CH2:4][N:3]1[C:19]([C:32]1[CH:37]=[CH:36][CH:35]=[CH:34][CH:33]=1)([C:26]1[CH:31]=[CH:30][CH:29]=[CH:28][CH:27]=1)[C:20]1[CH:25]=[CH:24][CH:23]=[CH:22][CH:21]=1.Br[C:39]1[C:48]([O:49][CH:50]([F:52])[F:51])=[C:47]2[C:42]([C:43](=[O:61])[C:44]([C:56]([O:58][CH2:59][CH3:60])=[O:57])=[CH:45][N:46]2[CH:53]2[CH2:55][CH2:54]2)=[CH:41][CH:40]=1.C(=O)([O-])[O-].[Na+].[Na+]>Cl[Pd](Cl)([P](C1C=CC=CC=1)(C1C=CC=CC=1)C1C=CC=CC=1)[P](C1C=CC=CC=1)(C1C=CC=CC=1)C1C=CC=CC=1.O.C(Cl)Cl.C(OCC)(=O)C>[CH:53]1([N:46]2[C:47]3[C:42](=[CH:41][CH:40]=[C:39]([C:7]4[CH:6]=[C:5]5[C:10](=[CH:9][CH:8]=4)[C@@H:2]([CH3:1])[N:3]([C:19]([C:32]4[CH:37]=[CH:36][CH:35]=[CH:34][CH:33]=4)([C:26]4[CH:27]=[CH:28][CH:29]=[CH:30][CH:31]=4)[C:20]4[CH:25]=[CH:24][CH:23]=[CH:22][CH:21]=4)[CH2:4]5)[C:48]=3[O:49][CH:50]([F:52])[F:51])[C:43](=[O:61])[C:44]([C:56]([O:58][CH2:59][CH3:60])=[O:57])=[CH:45]2)[CH2:55][CH2:54]1 |f:2.3.4,^1:70,89|. Procedure details: In a mixed solvent of 2 ml of water and 5 ml of ethyl acetate is suspended 1.34 g of 2-[(1R)-1-methyl-2-trityl-2,3-dihydro-1H-5-isoindolyl]-1,3,6,2-dioxazaborocane and to this suspension are added 1.0 g of ethyl 7-bromo-1-cyclopropyl-8-difluoromethoxy-1,4-dihydro-4-oxoquinoline-3-carboxylate, 0.55 g of sodium carbonate and 0.05 g of bis(triphenylphosphine)palladium(II) chloride, after which the resulting mixture is heated under reflux for 3 hours in a nitrogen atmosphere. The reaction mixture is... Starting materials: O=CCCCC1(C=O)CCCC2(C1)SCCS2, CC(C)(O)CCCC1CCC2(CCCC(=S)C2)C1. Yields the product CC(C)(O)CCCC1CCC2(CCCC(=O)C2)C1. Reaction SMILES: [O:19]=[CH:20][CH2:21][CH2:22][CH2:23][C:24]1([CH:25]=[O:26])[CH2:27][CH2:28][CH2:29][C:30]2([S:31][CH2:32][CH2:33][S:34]2)[CH2:35]1.[OH:1][C:2]([CH2:3][CH2:4][CH2:5][CH:6]1[CH2:7][C:8]2([CH2:9][CH2:10]1)[CH2:11][C:12](=[S:16])[CH2:13][CH2:14][CH2:15]2)([CH3:17])[CH3:18]>>[OH:1][C:2]([CH2:3][CH2:4][CH2:5][CH:6]1[CH2:7][C:8]2([CH2:9][CH2:10]1)[CH2:11][C:12](=[O:19])[CH2:13][CH2:14][CH2:15]2)([CH3:17])[CH3:18]. Reactants: NC1=CC=C2C=NNC2=C1 (6-aminoindazol), C(C1=CC=CC=C1)C1CCN(CC1)C(C(=O)O)=O ((4-benzyl-piperidin-1-yl)-oxo-acetic acid). Solvent: C(C)OCC (diethylether). The product is C(C1=CC=CC=C1)C1CCN(CC1)C(C(=O)NC1=CC=C2C=NNC2=C1)=O (2-(4-Benzyl-piperidin-1-yl)-N-(1H-indazol-6-yl)-2-oxo-acetamide). RXN SMILES: [NH2:1][C:2]1[CH:10]=[C:9]2[C:5]([CH:6]=[N:7][NH:8]2)=[CH:4][CH:3]=1.[CH2:11]([CH:18]1[CH2:23][CH2:22][N:21]([C:24](=[O:28])[C:25](O)=[O:26])[CH2:20][CH2:19]1)[C:12]1[CH:17]=[CH:16][CH:15]=[CH:14][CH:13]=1>C(OCC)C>[CH2:11]([CH:18]1[CH2:19][CH2:20][N:21]([C:24](=[O:28])[C:25]([NH:1][C:2]2[CH:10]=[C:9]3[C:5]([CH:6]=[N:7][NH:8]3)=[CH:4][CH:3]=2)=[O:26])[CH2:22][CH2:23]1)[C:12]1[CH:13]=[CH:14][CH:15]=[CH:16][CH:17]=1. Reported procedure: The title compound is prepared from 6-aminoindazol (Aldrich) and (4-benzyl-piperidin-1-yl)-oxo-acetic acid (Example 5b) according to the method described in Example 1c. Melting Point: 160-164° C. (diethylether). Starting materials: CCOC(=O)c1cn(C2CC2)c2cc(-c3cc(C)nc(C)c3)c(F)cc2c1=O, O. Product: Cc1cc(-c2cc3c(cc2F)c(=O)c(C(=O)O)cn3C2CC2)cc(C)n1. As a reaction SMILES: [CH:1]1([n:4]2[cH:5][c:6]([C:24](=[O:25])[O:26][CH2:27][CH3:28])[c:7](=[O:23])[c:8]3[cH:9][c:10]([F:22])[c:11](-[c:14]4[cH:15][c:16]([CH3:21])[n:17][c:18]([CH3:20])[cH:19]4)[cH:12][c:13]23)[CH2:2][CH2:3]1.[OH2:29]>>[CH:1]1([n:4]2[cH:5][c:6]([C:24](=[O:25])[OH:26])[c:7](=[O:23])[c:8]3[cH:9][c:10]([F:22])[c:11](-[c:14]4[cH:15][c:16]([CH3:21])[n:17][c:18]([CH3:20])[cH:19]4)[cH:12][c:13]23)[CH2:2][CH2:3]1. The reactants are CC#N, COc1cc(C(C)=O)ccc1OCCCCl, Clc1ccc2c(C3CCNCC3)noc2c1, [K+], [K+], O=C([O-])[O-]. Product: COc1cc(C(C)=O)ccc1OCCCN1CCC(c2noc3cc(Cl)ccc23)CC1. RXN SMILES: [CH3:39][C:40]#[N:41].[Cl:17][CH2:18][CH2:19][CH2:20][O:21][c:22]1[c:23]([O:31][CH3:32])[cH:24][c:25]([C:28]([CH3:29])=[O:30])[cH:26][cH:27]1.[Cl:1][c:2]1[cH:3][c:4]2[c:5]([c:6]([CH:9]3[CH2:10][CH2:11][NH:12][CH2:13][CH2:14]3)[n:7][o:8]2)[cH:15][cH:16]1.[K+:33].[K+:34].[O-:35][C:36]([O-:37])=[O:38]>>[Cl:1][c:2]1[cH:3][c:4]2[c:5]([c:6]([CH:9]3[CH2:10][CH2:11][N:12]([CH2:18][CH2:19][CH2:20][O:21][c:22]4[c:23]([O:31][CH3:32])[cH:24][c:25]([C:28]([CH3:29])=[O:30])[cH:26][cH:27]4)[CH2:13][CH2:14]3)[n:7][o:8]2)[cH:15][cH:16]1. Starting materials: C[O-], CO, O=C1CCC(C(=O)O)(c2ccc(F)cc2)CC1, CI, [Na+], [Na]. The product is COC(=O)C1(c2ccc(F)cc2)CCC(=O)CC1. Reaction SMILES: [CH3:1][O-:2].[CH3:24][OH:25].[F:5][c:6]1[cH:7][cH:8][c:9]([C:12]2([C:19](=[O:20])[OH:21])[CH2:13][CH2:14][C:15](=[O:18])[CH2:16][CH2:17]2)[cH:10][cH:11]1.[I:22][CH3:23].[Na+:3].[Na:4]>>[CH3:1][O:21][C:19]([C:12]1([c:9]2[cH:8][cH:7][c:6]([F:5])[cH:11][cH:10]2)[CH2:13][CH2:14][C:15](=[O:18])[CH2:16][CH2:17]1)=[O:20]. Starting materials: CCOC(=O)Cc1ccc(-c2nc(COc3ccc(COc4nn(-c5ccccc5)cc4C=Cc4csc(CC)n4)cc3OC)c(C)o2)cc1, CCO, Cl, [Na+], C1CCOC1, [OH-]. The product is CCc1nc(C=Cc2cn(-c3ccccc3)nc2OCc2ccc(OCc3nc(-c4ccc(CC(=O)O)cc4)oc3C)c(OC)c2)cs1. As a reaction SMILES: [CH2:1]([CH3:2])[c:3]1[s:4][cH:5][c:6]([CH:8]=[CH:9][c:10]2[c:11]([O:21][CH2:22][c:23]3[cH:24][c:25]([O:49][CH3:50])[c:26]([O:27][CH2:28][c:29]4[n:30][c:31](-[c:35]5[cH:36][cH:37][c:38]([CH2:41][C:42](=[O:43])[O:44][CH2:45][CH3:46])[cH:39][cH:40]5)[o:32][c:33]4[CH3:34])[cH:47][cH:48]3)[n:12][n:13](-[c:15]3[cH:16][cH:17][cH:18][cH:19][cH:20]3)[cH:14]2)[n:7]1.[CH3:59][CH2:60][OH:61].[ClH:58].[Na+:52].[O:53]1[CH2:54][CH2:55][CH2:56][CH2:57]1.[OH-:51]>>[CH2:1]([CH3:2])[c:3]1[s:4][cH:5][c:6]([CH:8]=[CH:9][c:10]2[c:11]([O:21][CH2:22][c:23]3[cH:24][c:25]([O:49][CH3:50])[c:26]([O:27][CH2:28][c:29]4[n:30][c:31](-[c:35]5[cH:36][cH:37][c:38]([CH2:41][C:42](=[O:43])[OH:44])[cH:39][cH:40]5)[o:32][c:33]4[CH3:34])[cH:47][cH:48]3)[n:12][n:13](-[c:15]3[cH:16][cH:17][cH:18][cH:19][cH:20]3)[cH:14]2)[n:7]1. Starting materials: C(=O)O (Formic acid), C(N)(OC(C)(C)C)=O (tert-butyl carbamate), C(=O)C1=C(C=C(C#N)C=C1)C (4-formyl-3-methylbenzonitrile), C1(=CC=CC=C1)S(=O)[O-].[Na+] (sodium benzenesulfinate). Solvent: O1CCCC1 (tetrahydrofuran), O (water). Conditions: time 4 day. Product: C(#N)C1=CC(=C(C=C1)N(C(OC(C)(C)C)=O)CS(=O)(=O)C1=CC=CC=C1)C (tert-Butyl (4-Cyano-2-methylphenyl)(phenylsulfonyl)methylcarbamate). RXN SMILES: [CH:1](O)=O.[C:4](=[O:11])([O:6][C:7]([CH3:10])([CH3:9])[CH3:8])[NH2:5].C([C:14]1[CH:21]=[CH:20][C:17]([C:18]#[N:19])=[CH:16][C:15]=1[CH3:22])=O.[C:23]1([S:29]([O-:31])=[O:30])[CH:28]=[CH:27][CH:26]=[CH:25][CH:24]=1.[Na+]>O1CCCC1.O>[C:18]([C:17]1[CH:20]=[CH:21][C:14]([N:5]([CH2:1][S:29]([C:23]2[CH:28]=[CH:27][CH:26]=[CH:25][CH:24]=2)(=[O:31])=[O:30])[C:4](=[O:11])[O:6][C:7]([CH3:10])([CH3:9])[CH3:8])=[C:15]([CH3:22])[CH:16]=1)#[N:19] |f:3.4|. Procedure details: Formic acid (3.3 mL, 88 mmol) is added to a mixture of tert-butyl carbamate (1.61 g, 13.8 mmol), 4-formyl-3-methylbenzonitrile (2.00 g, 13.8 mmoo) and sodium benzenesulfinate (2.26 g, 13.8 mmol) in a mixture of tetrahydrofuran (7 mL) and water (18 mL), and the mixture is stirred at room temperature for 4 days. The tetrahydrofuran is removed under reduced pressure. The precipitate is filtered and dried. Yield: 3.77 g. Starting materials: C12C(CCCC1)C(NC2=O)=O (cyclohexane-1,2-dicarboximide), [H-].[Na+] (sodium hydride), C(CCCBr)Br (Tetramethylene bromide), resultant mixture, O (water), resultant mixture. Run in CN(C=O)C (dimethylformamide). Reaction conditions: time 3 hour. The product is BrCCCCN1C(=O)C2C(CCCC2)C1=O (N-(4-bromobutyl)cyclohexane-1,2-dicarboximide). As a reaction SMILES: [CH:1]12[C:9](=[O:10])[NH:8][C:7](=[O:11])[CH:2]1[CH2:3][CH2:4][CH2:5][CH2:6]2.[H-].[Na+].[CH2:14](Br)[CH2:15][CH2:16][CH2:17][Br:18].O>CN(C)C=O>[Br:18][CH2:17][CH2:16][CH2:15][CH2:14][N:8]1[C:7](=[O:11])[CH:2]2[CH2:3][CH2:4][CH2:5][CH2:6][CH:1]2[C:9]1=[O:10] |f:1.2|. Procedure details: To a solution of cyclohexane-1,2-dicarboximide (10 g; 65.3 mmol) in anhydrous dimethylformamide (50 ml), there was added 60% sodium hydride (2.6 g; 68.5 mmol) under nitrogen at room temperature, and the resultant mixture was stirred at the same temperature for 3 hours. Tetramethylene bromide (70.5 g; 0.327 mol) was added thereto, and the mixture was stirred for 3 hours. After completion of the reaction, the resultant mixture was poured into water and extracted with ethyl acetate. The organic lay... Reactants: C[C@H]1[C@H](CC2=CC=CC=C12)C(=O)O (cis-2,3-Dihydro-1-methyl-1H-indene-2-carboxylic acid), acid chloride, S(=O)(Cl)Cl (thionyl chloride). The product is C[C@H]1[C@H](CC2=CC=CC=C12)C(=O)Cl (cis-2,3-Dihydro-1-methyl-1H-indene-2-carboxylic acid chloride). As a reaction SMILES: [CH3:1][C@@H:2]1[C:10]2[C:5](=[CH:6][CH:7]=[CH:8][CH:9]=2)[CH2:4][C@@H:3]1[C:11]([OH:13])=O.S(Cl)([Cl:16])=O>>[CH3:1][C@@H:2]1[C:10]2[C:5](=[CH:6][CH:7]=[CH:8][CH:9]=2)[CH2:4][C@@H:3]1[C:11]([Cl:16])=[O:13]. Reported procedure: cis-2,3-Dihydro-1-methyl-1H-indene-2-carboxylic acid (52.6 g) is converted to its acid chloride by treatment with thionyl chloride (130 ml). Excess thionyl chloride is distilled off and the acid chloride is distilled, b.p. 86°-89° C./0.45 mmHg. The yield is 47.9 g, 83%.